Dataset: the Open Reaction Database (ORD), a public repository of structured organic reaction records. Task: describe an organic reaction: reactants, conditions, products, and yield Starting materials: C[S-].[Na+] (Sodium thiomethoxide), ClCC1=C(C=CC=C1)C1CCN(CC1)NC(=O)OC(C)(C)C (tert-butyl 4-(2-chloromethylphenyl)piperidinecarbamate). The solvent is CC(=O)C (acetone), C([O-])(O)=O.[Na+] (sodium bicarbonate), C(C)OCC (diethyl ether). Conditions: time 6 hour. The product is CSCC1=C(C=CC=C1)C1CCN(CC1)NC(=O)OC(C)(C)C (tert-butyl 4-(2-methylthiomethylphenyl)piperidinecarbamate). The yield is 52.4%. RXN SMILES: [CH3:1][S-:2].[Na+].Cl[CH2:5][C:6]1[CH:11]=[CH:10][CH:9]=[CH:8][C:7]=1[CH:12]1[CH2:17][CH2:16][N:15]([NH:18][C:19]([O:21][C:22]([CH3:25])([CH3:24])[CH3:23])=[O:20])[CH2:14][CH2:13]1>CC(C)=O.C(=O)(O)[O-].[Na+].C(OCC)C>[CH3:1][S:2][CH2:5][C:6]1[CH:11]=[CH:10][CH:9]=[CH:8][C:7]=1[CH:12]1[CH2:17][CH2:16][N:15]([NH:18][C:19]([O:21][C:22]([CH3:25])([CH3:24])[CH3:23])=[O:20])[CH2:14][CH2:13]1 |f:0.1,4.5|. Procedure: Sodium thiomethoxide (0.220 g) tetra-n-butylammonium bromide (0.100 g) and tert-butyl 4-(2-chloromethylphenyl)piperidinecarbamate (0.867 g) were combined in acetone (20 mL) under nitrogen and stirred for 6 h, then heated under reflux for 90 min. The reaction was diluted with aqueous sodium bicarbonate and diethyl ether. The organic phase was dried and evaporated and the residue purified by chromatography (6:1 hexanes:ethyl acetate) to give tert-butyl 4-(2-methylthiomethylphenyl)piperidinecarbama...